The task is: describe an organic reaction: reactants, conditions, products, and yield. This data is from the Open Reaction Database (ORD), a public repository of structured organic reaction records. Starting materials: [OH-].[Na+] (NaOH), N1=C(C=CC=C1)CN ((2-pyridyl)methanamine), [OH-].[Na+] (NaOH), ClCCOCCC(=O)Cl (3-(2-chloroethoxy)propanoyl chloride). Run in C(Cl)Cl (CH2Cl2), C(Cl)Cl (CH2Cl2). Product: ClCCOCCC(=O)NCC1=NC=CC=C1 (3-(2-Chloroethoxy)-N-(2-pyridylmethyl)propanamide). Yield: 65.0%. Reaction SMILES: [N:1]1[CH:6]=[CH:5][CH:4]=[CH:3][C:2]=1[CH2:7][NH2:8].[OH-].[Na+].[Cl:11][CH2:12][CH2:13][O:14][CH2:15][CH2:16][C:17](Cl)=[O:18]>C(Cl)Cl>[Cl:11][CH2:12][CH2:13][O:14][CH2:15][CH2:16][C:17]([NH:8][CH2:7][C:2]1[CH:3]=[CH:4][CH:5]=[CH:6][N:1]=1)=[O:18] |f:1.2|. Reported procedure: A cooled solution of (2-pyridyl)methanamine (0.55 g, 5.1 mmol) in CH2Cl2 was stirred vigorously with 2% aqueous NaOH (12.2 mL, 6.1 mmol) while 3-(2-chloroethoxy)propanoyl chloride (6.1 mmol, prepared by refluxing 3-(2-chloroethoxy)propanoic acid with SOCl2) in CH2Cl2 was added dropwise. The same NaOH solution was then used to maintain pH at 9, and at costant pH the layers were separated. The organic phase was washed with 3 N HCl, with H2O, and then dried over Na2SO4 and evaporated under reduced ... Starting materials: C(C)N(CCS(=O)(=N)C1=NSN=C1N1C=NC=C1)CC (S-[2-(diethylamino)ethyl]-S-[4-(1H-imidazol-1-yl)-1,2,5-thiadiazol-3-yl]sulfoximine), ClC(=O)OCC1=CC=CC=C1 (benzyl chloroformate), C([O-])([O-])=O.[K+].[K+] (potassium carbonate). The solvent is C(Cl)Cl (methylene chloride). Reaction conditions: time 5 hour. The product is C(C)N(CCS(=O)(=NC(=O)OCC1=CC=CC=C1)C1=NSN=C1N1C=NC=C1)CC (S-[2-(diethylamino)ethyl]-S-[4-(1H-imidazol-1-yl)-1,2,5-thiadiazol-3-yl]-N-[(phenylmethoxy)carbonyl]sulfoximine). RXN SMILES: [CH2:1]([N:3]([CH2:19][CH3:20])[CH2:4][CH2:5][S:6]([C:9]1[C:13]([N:14]2[CH:18]=[CH:17][N:16]=[CH:15]2)=[N:12][S:11][N:10]=1)(=[NH:8])=[O:7])[CH3:2].Cl[C:22]([O:24][CH2:25][C:26]1[CH:31]=[CH:30][CH:29]=[CH:28][CH:27]=1)=[O:23].C(=O)([O-])[O-].[K+].[K+]>C(Cl)Cl>[CH2:19]([N:3]([CH2:1][CH3:2])[CH2:4][CH2:5][S:6]([C:9]1[C:13]([N:14]2[CH:18]=[CH:17][N:16]=[CH:15]2)=[N:12][S:11][N:10]=1)(=[N:8][C:22]([O:24][CH2:25][C:26]1[CH:31]=[CH:30][CH:29]=[CH:28][CH:27]=1)=[O:23])=[O:7])[CH3:20] |f:2.3.4|. Procedure details: A mixture of S-[2-(diethylamino)ethyl]-S-[4-(1H-imidazol-1-yl)-1,2,5-thiadiazol-3-yl]sulfoximine (10 mmol), benzyl chloroformate (12 mmol) and potassium carbonate(32 mmol) in methylene chloride is stirred at ambient temperature for 5 hr.The mixture is filtered and the filtrate concentrated to obtain the productwhich is purified using standard laboratory procedures. Reagents/catalysts: [Cl-].C1(=CC=CC=C1)[P+](C1=CC=CC=C1)(C1=CC=CC=C1)C1=CC=CC=C1 (tetraphenylphosphonium chloride), C(C)#N.C(C)#N.Cl[Pd]Cl (dichloropalladium (II) bis(acetonitrile)). Reaction SMILES: [C:1]1([C:7]2[CH:8]=[C:9]3[C:13](=[CH:14][CH:15]=2)[CH2:12][CH:11]=[CH:10]3)[CH:6]=[CH:5][CH:4]=[CH:3][CH:2]=1.[C:16]([C:20]1[CH:21]=[C:22](Br)[CH:23]=[C:24]([C:26]([CH3:29])([CH3:28])[CH3:27])[CH:25]=1)([CH3:19])([CH3:18])[CH3:17].C([O-])(=O)C.[Na+].Cl>[Cl-].C1([P+](C2C=CC=CC=2)(C2C=CC=CC=2)C2C=CC=CC=2)C=CC=CC=1.C(#N)C.C(#N)C.Cl[Pd]Cl.CN1CCCC1=O>[C:16]([C:20]1[CH:21]=[C:22]([C:11]2[CH2:12][C:13]3[C:9]([CH:10]=2)=[CH:8][C:7]([C:1]2[CH:2]=[CH:3][CH:4]=[CH:5][CH:6]=2)=[CH:15][CH:14]=3)[CH:23]=[C:24]([C:26]([CH3:29])([CH3:28])[CH3:27])[CH:25]=1)([CH3:19])([CH3:18])[CH3:17] |f:2.3,5.6,7.8.9|. The solvent is CN1C(CCC1)=O (1-methyl-2-pyrrolidinone). Procedure details: A 100 mL three-neck round bottom flask equipped with a condenser, magnetic stir bar, thermometer, and a nitrogen inlet was dried, purged with nitrogen, then charged with 5-phenylindene (5.8 g, 0.03 mol), 3,5-di-tert-butylbromobenzene (8.1 g, 0.03 mol), sodium acetate (4.9 g, 0.06 mol), dichloropalladium (II) bis(acetonitrile) (0.026 g, 0.10 mmol), tetraphenylphosphonium chloride (0.225 g, 0.60 mmol), and anhydrous 1-methyl-2-pyrrolidinone (45 mL). The reaction mixture was heated to 60° C. for 24... The yield is 28.0%. The product is C(C)(C)(C)C=1C=C(C=C(C1)C(C)(C)C)C=1CC2=CC=C(C=C2C1)C1=CC=CC=C1 (2-(3,5-di-tert-butylphenyl)-5-phenylindene). Reaction conditions: temperature 60 celsius. The reactants are C1(=CC=CC=C1)C=1C=C2C=CCC2=CC1 (5-phenylindene), Cl (HCl), C1(=CC=CC=C1)C=1C=C2C=CCC2=CC1 (5-phenylindene), C(C)(C)(C)C=1C=C(C=C(C1)C(C)(C)C)Br (3,5-di-tert-butylbromobenzene), C(C)(=O)[O-].[Na+] (sodium acetate).